Dataset: the Open Reaction Database (ORD), a public repository of structured organic reaction records. Task: describe an organic reaction: reactants, conditions, products, and yield The reactants are Brc1cccs1, COCCOC, OB(O)c1ccc(F)cc1, [Na+], [Na+], O=C([O-])[O-], O, [Pd], c1ccc(P(c2ccccc2)c2ccccc2)cc1, c1ccc(P(c2ccccc2)c2ccccc2)cc1, c1ccc(P(c2ccccc2)c2ccccc2)cc1, c1ccc(P(c2ccccc2)c2ccccc2)cc1. The product is Fc1ccc(-c2cccs2)cc1. Reaction SMILES: [Br:17][c:18]1[s:19][cH:20][cH:21][cH:22]1.[CH2:24]([CH2:25][O:26][CH3:27])[O:28][CH3:29].[F:7][c:8]1[cH:9][cH:10][c:11]([B:14]([OH:15])[OH:16])[cH:12][cH:13]1.[Na+:1].[Na+:2].[O-:3][C:4](=[O:5])[O-:6].[OH2:23].[Pd:30].[c:31]1([P:32]([c:33]2[cH:34][cH:35][cH:36][cH:37][cH:38]2)[c:39]2[cH:40][cH:41][cH:42][cH:43][cH:44]2)[cH:45][cH:46][cH:47][cH:48][cH:49]1.[c:50]1([P:51]([c:52]2[cH:53][cH:54][cH:55][cH:56][cH:57]2)[c:58]2[cH:59][cH:60][cH:61][cH:62][cH:63]2)[cH:64][cH:65][cH:66][cH:67][cH:68]1.[c:69]1([P:70]([c:71]2[cH:72][cH:73][cH:74][cH:75][cH:76]2)[c:77]2[cH:78][cH:79][cH:80][cH:81][cH:82]2)[cH:83][cH:84][cH:85][cH:86][cH:87]1.[c:88]1([P:89]([c:90]2[cH:91][cH:92][cH:93][cH:94][cH:95]2)[c:96]2[cH:97][cH:98][cH:99][cH:100][cH:101]2)[cH:102][cH:103][cH:104][cH:105][cH:106]1>>[F:7][c:8]1[cH:9][cH:10][c:11](-[c:18]2[s:19][cH:20][cH:21][cH:22]2)[cH:12][cH:13]1.